This data is from the Open Reaction Database (ORD), a public repository of structured organic reaction records. The task is: describe an organic reaction: reactants, conditions, products, and yield The reactants are CCc1cnc(CC)c(NC2CN(C(=O)OCc3ccccc3)CC2O)n1, [H-], CCI, [Na+], CN(C)C=O. The product is CCOC1CN(C(=O)OCc2ccccc2)CC1Nc1nc(CC)cnc1CC. Reaction SMILES: [CH2:1]([CH3:2])[c:3]1[c:4]([NH:11][CH:12]2[CH2:13][N:14]([C:18](=[O:19])[O:20][CH2:21][c:22]3[cH:23][cH:24][cH:25][cH:26][cH:27]3)[CH2:15][CH:16]2[OH:17])[n:5][c:6]([CH2:9][CH3:10])[cH:7][n:8]1.[H-:29].[I:30][CH2:31][CH3:32].[Na+:28].[O:33]=[CH:34][N:35]([CH3:36])[CH3:37]>>[CH2:1]([CH3:2])[c:3]1[c:4]([NH:11][CH:12]2[CH2:13][N:14]([C:18](=[O:19])[O:20][CH2:21][c:22]3[cH:23][cH:24][cH:25][cH:26][cH:27]3)[CH2:15][CH:16]2[O:17][CH2:31][CH3:32])[n:5][c:6]([CH2:9][CH3:10])[cH:7][n:8]1.